From a dataset of the Open Reaction Database (ORD), a public repository of structured organic reaction records. describe an organic reaction: reactants, conditions, products, and yield Reactants: C(C1=CC=CC=C1)(=O)N (benzamide), O.OC1=CC=CC=2NN=NC21 (HOBt), FC=1C=C(C(C(=O)O)=CC1F)N (4,5-difluoro anthranilic acid), O.OC1=CC=CC=2NN=NC21 (hydroxybenzotriazole hydrate), C(C)(C)N(CC)C(C)C (diisopropylethyl amine), FC1=CC=C(C=C1)CCN (4-fluorophenylethyl amine), CCN=C=NCCCN(C)C (EDCI). The solvent is hexanes, CCOC(=O)C (EtOAc), C1CCOC1 (THF). Reaction conditions: time 16 hour. Product: NC1=C(C=C(C(=C1)F)F)C(=O)NCCC1=CC=C(C=C1)F ((2-amino-4,5-difluorophenyl)-N-[2-(4-fluorophenyl)ethyl]-carboxamide). RXN SMILES: [F:1][C:2]1[CH:3]=[C:4]([NH2:12])[C:5](=[CH:9][C:10]=1[F:11])[C:6]([OH:8])=O.O.OC1C2N=NNC=2C=CC=1.C(N(C(C)C)CC)(C)C.[F:33][C:34]1[CH:39]=[CH:38][C:37]([CH2:40][CH2:41][NH2:42])=[CH:36][CH:35]=1.CCN=C=NCCCN(C)C.C(N)(=O)C1C=CC=CC=1>C1COCC1.CCOC(C)=O>[NH2:12][C:4]1[CH:3]=[C:2]([F:1])[C:10]([F:11])=[CH:9][C:5]=1[C:6]([NH:42][CH2:41][CH2:40][C:37]1[CH:38]=[CH:39][C:34]([F:33])=[CH:35][CH:36]=1)=[O:8] |f:1.2|. Procedure details: To a stirred solution of 4,5-difluoro anthranilic acid (2.0 g, 11.6 mmol) in anhydrous THF (30 mL) was added hydroxybenzotriazole hydrate (HOBt) (1.56 g, 11.6 mmol), diisopropylethyl amine (2.01 mL, 11.6. mmol), and 4-fluorophenylethyl amine (1.52 mL, 11.6 mmol). After all of the HOBt had completely dissolved, EDCI (2.21 g, 11.6 mmol) was added and the resulting orange solution was stirred at room temperature for 16 hours. The solvent was removed, and the residue was chromatographed on silica el... Starting materials: CC1=NC(=CC(=C1)[Sn](C)(C)C)C (2,6-dimethyl-4-(trimethylstannyl)pyridine), BrC1=C(C=C2C(C(=CN(C2=C1)C1CC1)C(=O)OCC)=O)F (ethyl 7-bromo-1-cyclopropyl-6-fluoro-1,4-dihydro-4-oxo-3-quinolinecarboxylate), hexamethylenphosphoramide, dichlorobis (triphenylphosphine) palladium. The solvent is O1CCOCC1 (dioxane), O1CCOCC1 (dioxane), O (water). Yields the product C1(CC1)N1C=C(C(C2=CC(=C(C=C12)C1=CC(=NC(=C1)C)C)F)=O)C(=O)OCC (ethyl 1-cyclopropyl-7-(2,6-dimethyl-4-pyridinyl)-6-fluoro-1,4-dihydro-4-oxo-3-quinolinecarboxylate). Isolated yield 72.1%. Reaction SMILES: [CH3:1][C:2]1[CH:7]=[C:6]([Sn](C)(C)C)[CH:5]=[C:4]([CH3:12])[N:3]=1.Br[C:14]1[CH:23]=[C:22]2[C:17]([C:18](=[O:32])[C:19]([C:27]([O:29][CH2:30][CH3:31])=[O:28])=[CH:20][N:21]2[CH:24]2[CH2:26][CH2:25]2)=[CH:16][C:15]=1[F:33]>O1CCOCC1.O>[CH:24]1([N:21]2[C:22]3[C:17](=[CH:16][C:15]([F:33])=[C:14]([C:6]4[CH:7]=[C:2]([CH3:1])[N:3]=[C:4]([CH3:12])[CH:5]=4)[CH:23]=3)[C:18](=[O:32])[C:19]([C:27]([O:29][CH2:30][CH3:31])=[O:28])=[CH:20]2)[CH2:25][CH2:26]1. Reported procedure: 2,6-dimethyl-4-(trimethylstannyl)pyridine (2.6 g) in dioxane (6 ml) is slowly dropped into a stirred mixture of ethyl 7-bromo-1-cyclopropyl-6-fluoro-1,4-dihydro-4-oxo-3-quinolinecarboxylate (3.1 g), dioxane (55 ml) and hexamethylenphosphoramide (2.6 ml) kept under argon. To the stirred mixture, dichlorobis (triphenylphosphine) palladium (0.4 g) is added. The reaction mixture is heated under reflux for 24 hours. After cooling it is poured in water (200 ml) and repeatedly extracted with dichlorome... Reactants: N#Cc1ccc(C=O)cc1, CCO, O=CO, Cl, O=CN1CCNCC1. Yields the product N#Cc1ccc(CN2CCNCC2)cc1. RXN SMILES: [C:1](#[N:2])[c:3]1[cH:4][cH:5][c:6]([CH:7]=[O:8])[cH:9][cH:10]1.[CH3:23][CH2:24][OH:25].[CH:19]([OH:20])=[O:21].[ClH:22].[N:11]1([CH:17]=[O:18])[CH2:12][CH2:13][NH:14][CH2:15][CH2:16]1>>[C:1](#[N:2])[c:3]1[cH:4][cH:5][c:6]([CH2:17][N:11]2[CH2:12][CH2:13][NH:14][CH2:15][CH2:16]2)[cH:9][cH:10]1. Reactants: CNCCn1nc(-c2cc(C)cs2)ccc1=O, CC(C)O, COc1cnc2c(Cl)ccnc2c1. Reaction SMILES: [CH3:1][NH:2][CH2:3][CH2:4][n:5]1[n:6][c:7](-[c:12]2[s:13][cH:14][c:15]([CH3:17])[cH:16]2)[cH:8][cH:9][c:10]1=[O:11].[CH:31]([OH:32])([CH3:33])[CH3:34].[Cl:18][c:19]1[cH:20][cH:21][n:22][c:23]2[cH:24][c:25]([O:29][CH3:30])[cH:26][n:27][c:28]12>>[CH3:1][N:2]([CH2:3][CH2:4][n:5]1[n:6][c:7](-[c:12]2[s:13][cH:14][c:15]([CH3:17])[cH:16]2)[cH:8][cH:9][c:10]1=[O:11])[c:19]1[cH:20][cH:21][n:22][c:23]2[cH:24][c:25]([O:29][CH3:30])[cH:26][n:27][c:28]12. The product is COc1cnc2c(N(C)CCn3nc(-c4cc(C)cs4)ccc3=O)ccnc2c1.